describe an organic reaction: reactants, conditions, products, and yield From a dataset of the Open Reaction Database (ORD), a public repository of structured organic reaction records. Starting materials: C(C)OC(C(C(C(=O)OCC)=O)OC1=CC(=CC=C1)F)=O (2-(3-Fluoro-phenoxy)-3-oxo-succinic acid diethyl ester), S(O)(O)(=O)=O (sulfuric acid), ice. Reaction conditions: time 3 hour. The product is C(C)OC(=O)C=1OC2=C(C1C(=O)OCC)C=CC(=C2)F (6-Fluoro-benzofuran-2,3-dicarboxylic acid diethyl ester). Reaction SMILES: [CH2:1]([O:3][C:4](=[O:21])[CH:5]([O:13][C:14]1[CH:19]=[CH:18][CH:17]=[C:16]([F:20])[CH:15]=1)[C:6](=O)[C:7]([O:9][CH2:10][CH3:11])=[O:8])[CH3:2].S(=O)(=O)(O)O>>[CH2:1]([O:3][C:4]([C:5]1[O:13][C:14]2[CH:15]=[C:16]([F:20])[CH:17]=[CH:18][C:19]=2[C:6]=1[C:7]([O:9][CH2:10][CH3:11])=[O:8])=[O:21])[CH3:2]. Procedure: 108 (66 g, 221.3 mmol) is dissolved in 245 ml of cooled (−15° C.) conc. sulfuric acid and stirred for 3 h whereas the reaction mixture slowly warmed up to room temperature. Then the mixture is poured onto 1 kg of ice and extracted with diethyl ether. The organic layers are washed with brine, dried over sodium sulfate, filtrated and evaporated. The crude product is used in the next step without further purification. The reactants are O=Cc1ccc[nH]1, OCCCCl, [H-], [Na+], CN(C)C=O. Yields the product O=Cc1cccn1CCCO. As a reaction SMILES: [CH:1](=[O:2])[c:3]1[nH:4][cH:5][cH:6][cH:7]1.[Cl:10][CH2:11][CH2:12][CH2:13][OH:14].[H-:8].[Na+:9].[O:15]=[CH:16][N:17]([CH3:18])[CH3:19]>>[CH:1](=[O:2])[c:3]1[n:4]([CH2:11][CH2:12][CH2:13][OH:14])[cH:5][cH:6][cH:7]1. Product: CC(C)(C)NCc1ccc(COc2cccc3c2CN(C2CCC(=O)NC2=O)C3=O)cc1. The reactants are O=C([O-])O, C1CCOC1, CC(C)(C)[O-], CCOC(C)=O, Cl, [K+], COC(=O)CCC(C(N)=O)N1Cc2c(OCc3ccc(CNC(C)(C)C)cc3)cccc2C1=O, [Na+]. RXN SMILES: [C:42](=[O:43])([OH:44])[O-:45].[CH2:47]1[O:48][CH2:49][CH2:50][CH2:51]1.[CH3:35][C:36]([O-:37])([CH3:38])[CH3:39].[CH3:52][CH2:53][O:54][C:55](=[O:56])[CH3:57].[ClH:41].[K+:40].[NH2:1][C:2]([CH:3]([CH2:4][CH2:5][C:6](=[O:7])[O:8][CH3:9])[N:10]1[C:11](=[O:33])[c:12]2[cH:13][cH:14][cH:15][c:16]([O:19][CH2:20][c:21]3[cH:22][cH:23][c:24]([CH2:27][NH:28][C:29]([CH3:30])([CH3:31])[CH3:32])[cH:25][cH:26]3)[c:17]2[CH2:18]1)=[O:34].[Na+:46]>>[NH:1]1[C:2](=[O:34])[CH:3]([N:10]2[C:11](=[O:33])[c:12]3[cH:13][cH:14][cH:15][c:16]([O:19][CH2:20][c:21]4[cH:22][cH:23][c:24]([CH2:27][NH:28][C:29]([CH3:30])([CH3:31])[CH3:32])[cH:25][cH:26]4)[c:17]3[CH2:18]2)[CH2:4][CH2:5][C:6]1=[O:7]. Procedure: To a solution of tert-Butyl [2-(1-oxo-1,3-dihydro-2-benzofuran-5-yl)ethyl](2-oxoethyl)carbamate (580 mg, 1.8 mmol) in MeOH (50 mL) was added ethyl aminoacetate hydrochloride (380 mg, 2.7 mmol), sodium cyanoborohydride (340 mg, 5.4 mmol) and a drop of acetic acid. The reaction was allowed to stir at RT for 16 hours. LC showed the desired product, which was purified by silica gel chromatography. LC-MS (IE, m/z): 407 [M+1]+. RXN SMILES: [O:1]=[C:2]1[C:6]2[CH:7]=[CH:8][C:9]([CH2:11][CH2:12][N:13]([CH2:21][CH:22]=O)[C:14](=[O:20])[O:15][C:16]([CH3:19])([CH3:18])[CH3:17])=[CH:10][C:5]=2[CH2:4][O:3]1.Cl.[NH2:25][CH2:26][C:27]([O:29][CH2:30][CH3:31])=[O:28].C([BH3-])#N.[Na+].C(O)(=O)C>CO>[CH2:30]([O:29][C:27](=[O:28])[CH2:26][NH:25][CH2:22][CH2:21][N:13]([C:14]([O:15][C:16]([CH3:17])([CH3:19])[CH3:18])=[O:20])[CH2:12][CH2:11][C:9]1[CH:8]=[CH:7][C:6]2[C:2](=[O:1])[O:3][CH2:4][C:5]=2[CH:10]=1)[CH3:31] |f:1.2,3.4|. Conditions: time 16 hour. Run in CO (MeOH). The product is C(C)OC(CNCCN(CCC1=CC2=C(C(OC2)=O)C=C1)C(=O)OC(C)(C)C)=O (Ethyl[(2-{(tert-butoxycarbonyl)[2-(1-oxo-1,3-dihydro-2-benzofuran-5-yl)ethyl]amino}ethyl)amino]acetate). The reactants are O=C1OCC2=C1C=CC(=C2)CCN(C(OC(C)(C)C)=O)CC=O (tert-Butyl [2-(1-oxo-1,3-dihydro-2-benzofuran-5-yl)ethyl](2-oxoethyl)carbamate), Cl.NCC(=O)OCC (ethyl aminoacetate hydrochloride), C(#N)[BH3-].[Na+] (sodium cyanoborohydride), C(C)(=O)O (acetic acid). The reactants are solution, Cl (hydrogen chloride), C(C)(C)(C)OC(=O)N1C(C[C@H](C1)O)COC1=C(C=CC=C1)CCC1=CC(=CC=C1)C ((4R)-1-t-butoxycarbonyl-4-hydroxy-2-{2-[2-(3-methylphenyl)ethyl]phenoxymethyl}pyrrolidine). Solvent: O1CCOCC1 (dioxane), O1CCOCC1 (dioxane). Reaction conditions: time 3 hour. Product: Cl.O[C@@H]1CC(NC1)COC1=C(C=CC=C1)CCC1=CC(=CC=C1)C ((4R)-4-Hydroxy-2-{2-[2-(3-methylphenyl)ethyl]phenoxymethyl]pyrrolidine hydrochloride). The yield is 70.0%. RXN SMILES: [ClH:1].C(OC([N:9]1[CH2:13][C@H:12]([OH:14])[CH2:11][CH:10]1[CH2:15][O:16][C:17]1[CH:22]=[CH:21][CH:20]=[CH:19][C:18]=1[CH2:23][CH2:24][C:25]1[CH:30]=[CH:29][CH:28]=[C:27]([CH3:31])[CH:26]=1)=O)(C)(C)C>O1CCOCC1>[ClH:1].[OH:14][C@H:12]1[CH2:13][NH:9][CH:10]([CH2:15][O:16][C:17]2[CH:22]=[CH:21][CH:20]=[CH:19][C:18]=2[CH2:23][CH2:24][C:25]2[CH:30]=[CH:29][CH:28]=[C:27]([CH3:31])[CH:26]=2)[CH2:11]1 |f:3.4|. Procedure details: 3 ml of a 4N solution of hydrogen chloride in dioxane were added to a solution of 348 mg of (4R)-1-t-butoxycarbonyl-4-hydroxy-2-{2-[2-(3-methylphenyl)ethyl]phenoxymethyl}pyrrolidine [prepared as described in step (b) above] in 3 ml of dioxane, and the resulting mixture was allowed to stand at room temperature for 3 hours. At the end of this time, the solvent was removed by distillation under reduced pressure, the resulting solid residue was dissolved in methylene chloride, and ethyl acetate was ...